This data is from the Open Reaction Database (ORD), a public repository of structured organic reaction records. The task is: describe an organic reaction: reactants, conditions, products, and yield Starting materials: ClC=1N(C2=CC=C(C=C2C1S(=O)(=O)C)Cl)CC#N ((2,5-dichloro-3-methylsulfonyl-indol-1-yl)-acetonitrile), C(C)O (ethanol). Solvent: C(Cl)(Cl)Cl (chloroform). Reaction conditions: time 2 hour. Product: Cl.C(C)OC(CN1C(=C(C2=CC(=CC=C12)Cl)S(=O)(=O)C)Cl)=N (2-(2,5-dichloro-3-methanesulfonyl-indol-1-yl)-acetimidic acid ethyl ester hydrochloride). The yield is 91.0%. Reaction SMILES: [Cl:1][C:2]1[N:3]([CH2:16][C:17]#[N:18])[C:4]2[C:9]([C:10]=1[S:11]([CH3:14])(=[O:13])=[O:12])=[CH:8][C:7]([Cl:15])=[CH:6][CH:5]=2.[CH2:19]([OH:21])[CH3:20]>C(Cl)(Cl)Cl>[ClH:1].[CH2:19]([O:21][C:17](=[NH:18])[CH2:16][N:3]1[C:4]2[C:9](=[CH:8][C:7]([Cl:15])=[CH:6][CH:5]=2)[C:10]([S:11]([CH3:14])(=[O:13])=[O:12])=[C:2]1[Cl:1])[CH3:20] |f:3.4|. Procedure details: A solution of (2,5-dichloro-3-methylsulfonyl-indol-1-yl)-acetonitrile (0.303 g, 1 mmole) in dry chloroform (15 ml) was cooled to 0° C. under a nitrogen atmosphere. To this solution was added anhydrous ethanol (0.35 ml). Dry hydrogen chloride gas was bubbled into the reaction mixture to saturation at 0° C. The flask was stoppered and stirred for 2 h at 0 and left in the freezer overnight. The resulting white solid precipitate was filtered off and dried to afford 0.353 g (91%) of 2-(2,5-dichloro-3... The reactants are C1(CCCCC1)P(C1=C(C=CC=C1)C1=C(C=CC=C1OC)OC)C1CCCCC1 (dicyclohexyl(2′,6′-dimethoxybiphenyl-2-yl)phosphine), [O-]P(=O)([O-])[O-].[K+].[K+].[K+] (K3PO4), BrC=1C=CC=C2C(=C(NC12)C(=O)OCC)CCCOC1=CC=CC2=CC=CC=C12 (ethyl 7-bromo-3-(3-(naphthalen-1-yloxy)propyl)-1H-indole-2-carboxylate), CN1N=C(C(=C1C)B1OC(C(O1)(C)C)(C)C)C (1,3,5-trimethyl-4-(4,4,5,5-tetramethyl-1,3,2-dioxaborolan-2-yl)-1H-pyrazole). Reagents/catalysts: C(C)(=O)O[Pd]OC(C)=O (diacetoxypalladium). The solvent is C1(=CC=CC=C1)C (toluene). Reaction conditions: temperature 110 celsius, time 8 hour. Product: C1(=CC=CC2=CC=CC=C12)OCCCC1=C(NC2=C(C=CC=C12)C=1C(=NN(C1C)C)C)C(=O)OCC (ethyl 3-(3-(naphthalen-1-yloxy)propyl)-7-(1,3,5-trimethyl-1H-pyrazol-4-yl)-1H-indole-2-carboxylate). As a reaction SMILES: Br[C:2]1[CH:3]=[CH:4][CH:5]=[C:6]2[C:10]=1[NH:9][C:8]([C:11]([O:13][CH2:14][CH3:15])=[O:12])=[C:7]2[CH2:16][CH2:17][CH2:18][O:19][C:20]1[C:29]2[C:24](=[CH:25][CH:26]=[CH:27][CH:28]=2)[CH:23]=[CH:22][CH:21]=1.[CH3:30][N:31]1[C:35]([CH3:36])=[C:34](B2OC(C)(C)C(C)(C)O2)[C:33]([CH3:46])=[N:32]1.C1(P(C2CCCCC2)C2C=CC=CC=2C2C(OC)=CC=CC=2OC)CCCCC1.[O-]P([O-])([O-])=O.[K+].[K+].[K+]>C1(C)C=CC=CC=1.C(O[Pd]OC(=O)C)(=O)C>[C:20]1([O:19][CH2:18][CH2:17][CH2:16][C:7]2[C:6]3[C:10](=[C:2]([C:34]4[C:33]([CH3:46])=[N:32][N:31]([CH3:30])[C:35]=4[CH3:36])[CH:3]=[CH:4][CH:5]=3)[NH:9][C:8]=2[C:11]([O:13][CH2:14][CH3:15])=[O:12])[C:29]2[C:24](=[CH:25][CH:26]=[CH:27][CH:28]=2)[CH:23]=[CH:22][CH:21]=1 |f:3.4.5.6|. Reported procedure: To a mixture of ethyl 7-bromo-3-(3-(naphthalen-1-yloxy)propyl)-1H-indole-2-carboxylate (EXAMPLE 1C) (1.605 g) and 1,3,5-trimethyl-4-(4,4,5,5-tetramethyl-1,3,2-dioxaborolan-2-yl)-1H-pyrazole (0.838 g) in toluene (25 ml) was added diacetoxypalladium (0.080 g), dicyclohexyl(2′,6′-dimethoxybiphenyl-2-yl)phosphine (0.291 g), and K3PO4 (2.259 g). The resulting mixture was stirred at 110° C. overnight. Silica gel (25 g) was added and the mixture was carefully dried on house vacumn overnight. The gel po... The reactants are CCc1ccc(OC)cc1CO[Si](C)(C)C(C)(C)C, ClC(Cl)(Cl)Cl, O=C1CCC(=O)N1Br. Yields the product CCc1cc(Br)c(OC)cc1CO[Si](C)(C)C(C)(C)C. Reaction SMILES: [C:1]([CH3:2])([CH3:3])([CH3:4])[Si:5]([O:6][CH2:7][c:8]1[c:9]([CH2:16][CH3:17])[cH:10][cH:11][c:12]([O:14][CH3:15])[cH:13]1)([CH3:18])[CH3:19].[C:28]([Cl:29])([Cl:30])([Cl:31])[Cl:32].[O:20]=[C:21]1[N:22]([Br:27])[C:23](=[O:24])[CH2:25][CH2:26]1>>[C:1]([CH3:2])([CH3:3])([CH3:4])[Si:5]([O:6][CH2:7][c:8]1[c:9]([CH2:16][CH3:17])[cH:10][c:11]([Br:27])[c:12]([O:14][CH3:15])[cH:13]1)([CH3:18])[CH3:19]. Starting materials: ClC1=C(C=CC=C1)N1C(C2(CCCN2C(=O)OC(C)(C)C)CC1)=O (tert-Butyl 7-(2-chlorophenyl)-6-oxo-1,7-diazaspiro[4.4]nonane-1-carboxylate). The solvent is solution, Cl (HCl), O1CCOCC1 (1,4-dioxane). Conditions: time 2 hour. Product: ClC1=C(C=CC=C1)N1C(C2(CCCN2)CC1)=O (7-(2-Chlorophenyl)-1,7-diazaspiro[4.4]nonan-6-one). As a reaction SMILES: [Cl:1][C:2]1[CH:7]=[CH:6][CH:5]=[CH:4][C:3]=1[N:8]1[CH2:23][CH2:22][C:10]2([N:14](C(OC(C)(C)C)=O)[CH2:13][CH2:12][CH2:11]2)[C:9]1=[O:24]>Cl.O1CCOCC1>[Cl:1][C:2]1[CH:7]=[CH:6][CH:5]=[CH:4][C:3]=1[N:8]1[CH2:23][CH2:22][C:10]2([NH:14][CH2:13][CH2:12][CH2:11]2)[C:9]1=[O:24]. Procedure: tert-Butyl 7-(2-chlorophenyl)-6-oxo-1,7-diazaspiro[4.4]nonane-1-carboxylate was dissolved in a 4.0 M solution of HCl in 1,4-dioxane, and the resulting mixture was stirred for 2 h at RT. The volatiles were removed in vacuo to afford the desired product, which was used in the next step without further purification. LC-MS: 251.0 (M+1H)+. Reactants: ClCCl, CNc1nccc(-c2cccnc2Sc2ccc(N)cc2)n1, O=C(OO)c1cccc(Cl)c1. Product: CNc1nccc(-c2cccnc2S(=O)c2ccc(N)cc2)n1. RXN SMILES: [Cl:34][CH2:35][Cl:36].[NH2:1][c:2]1[cH:3][cH:4][c:5]([S:8][c:9]2[n:10][cH:11][cH:12][cH:13][c:14]2-[c:15]2[n:16][c:17]([NH:21][CH3:22])[n:18][cH:19][cH:20]2)[cH:6][cH:7]1.[OH:23][O:24][C:25]([c:26]1[cH:27][c:28]([Cl:29])[cH:30][cH:31][cH:32]1)=[O:33]>>[NH2:1][c:2]1[cH:3][cH:4][c:5]([S:8]([c:9]2[n:10][cH:11][cH:12][cH:13][c:14]2-[c:15]2[n:16][c:17]([NH:21][CH3:22])[n:18][cH:19][cH:20]2)=[O:23])[cH:6][cH:7]1. Reactants: COC(=O)C(=O)Nc1cccc(-c2nc(Nc3ccc4c(cnn4C(=O)OC(C)(C)C)c3)c3ccccc3n2)c1, ClCCl. Product: COC(=O)C(=O)Nc1cccc(-c2nc(Nc3ccc4[nH]ncc4c3)c3ccccc3n2)c1. RXN SMILES: [CH3:1][O:2][C:3]([C:4](=[O:5])[NH:6][c:7]1[cH:8][c:9](-[c:13]2[n:14][c:15]3[cH:16][cH:17][cH:18][cH:19][c:20]3[c:21]([NH:23][c:24]3[cH:25][c:26]4[cH:27][n:28][n:29]([C:33]([O:34][C:35]([CH3:36])([CH3:37])[CH3:38])=[O:39])[c:30]4[cH:31][cH:32]3)[n:22]2)[cH:10][cH:11][cH:12]1)=[O:40].[Cl:41][CH2:42][Cl:43]>>[CH3:1][O:2][C:3]([C:4](=[O:5])[NH:6][c:7]1[cH:8][c:9](-[c:13]2[n:14][c:15]3[cH:16][cH:17][cH:18][cH:19][c:20]3[c:21]([NH:23][c:24]3[cH:25][c:26]4[cH:27][n:28][nH:29][c:30]4[cH:31][cH:32]3)[n:22]2)[cH:10][cH:11][cH:12]1)=[O:40]. Reactants: BrC1=NC=CC=C1Cl (2-bromo-3-chloropyridine), FC1=C(C=CC=C1[N+](=O)[O-])B1OC(C)(C)C(C)(C)O1 (2-fluoro-3-nitrophenylboronic acid pinacol ester), C([O-])([O-])=O.[K+].[K+] (potassium carbonate), Pd(dppf)Cl2CH2Cl2. The solvent is O1CCOCC1 (dioxane), O (water), CCOC(=O)C (EtOAc). Conditions: temperature 120 celsius. Yields the product ClC=1C(=NC=CC1)C1=C(C(=CC=C1)[N+](=O)[O-])F (3-Chloro-2-(2-fluoro-3-nitro-phenyl)-pyridine). RXN SMILES: Br[C:2]1[C:7]([Cl:8])=[CH:6][CH:5]=[CH:4][N:3]=1.[F:9][C:10]1[C:15]([N+:16]([O-:18])=[O:17])=[CH:14][CH:13]=[CH:12][C:11]=1B1OC(C)(C)C(C)(C)O1.C(=O)([O-])[O-].[K+].[K+]>O1CCOCC1.O.CCOC(C)=O>[Cl:8][C:7]1[C:2]([C:11]2[CH:12]=[CH:13][CH:14]=[C:15]([N+:16]([O-:18])=[O:17])[C:10]=2[F:9])=[N:3][CH:4]=[CH:5][CH:6]=1 |f:2.3.4|. Procedure: To a solution of 2-bromo-3-chloropyridine [96424-68-9] (144 mg, 0.75 mmol) and 2-fluoro-3-nitrophenylboronic acid pinacol ester [1189042-70-3] (200 mg, 0.75 mmol) in dioxane (4 mL) and water (1 mL) was added potassium carbonate (259 mg, 1.87 mmol) and Pd(dppf)Cl2CH2Cl2 adduct (61.2 mg, 0.075 mmol). The solution was heated for 60 min at 120° C. under microwave irradiation. The reaction mixture was diluted with EtOAc and the resulting solution was washed successively with saturated aqueous NaHCO3 ... Reactants: alcohol, BrC1=C(N)C=C(C(=C1)[N+](=O)[O-])Br (2,5-dibromo-4-nitroaniline), BrC1=C(N)C=C(C(=C1)[N+](=O)[O-])Br (2,5-dibromo-4-nitroaniline), C(O)CN (ethanolamine). Run in C(C)O (ethanol). The product is OCCNC1=C(C=C(C(=C1)N)Br)[N+](=O)[O-] (2-β-hydroxyethylamino-4-amino-5-bromonitrobenzene). Reaction SMILES: [Br:1][C:2]1[CH:8]=[C:7]([N+:9]([O-:11])=[O:10])[C:6](Br)=[CH:5][C:3]=1[NH2:4].[CH2:13]([CH2:15][NH2:16])[OH:14]>C(O)C>[OH:14][CH2:13][CH2:15][NH:16][C:6]1[CH:5]=[C:3]([NH2:4])[C:2]([Br:1])=[CH:8][C:7]=1[N+:9]([O-:11])=[O:10]. Procedure: 0.02 mole (5.92 g) of 2,5-dibromo-4-nitroaniline (compound B) is added to 15 ml of 96° ethanol to which 12 ml of ethanolamine have been added. The mixture is heated in refluxing alcohol for 6 h 30 min. After cooling and dilution of the reaction mixture with 100 ml of iced water, the expected product precipitates. The reactants are NC(C#N)C1=CC=C(C=C1)F (2-amino-2-(p-fluorophenyl)acetonitrile), C(C)(=O)CC(C)=O (acetylacetone). Product: C(C)(=O)C=1C(=C(NC1C)C1=CC=C(C=C1)F)N (4-Acetyl-3-amino-2-(p-fluorophenyl)-5-methylpyrrole). Reaction SMILES: [NH2:1][CH:2]([C:5]1[CH:10]=[CH:9][C:8]([F:11])=[CH:7][CH:6]=1)[C:3]#[N:4].[C:12]([CH2:15][C:16](=O)[CH3:17])(=[O:14])[CH3:13]>>[C:12]([C:15]1[C:3]([NH2:4])=[C:2]([C:5]2[CH:10]=[CH:9][C:8]([F:11])=[CH:7][CH:6]=2)[NH:1][C:16]=1[CH3:17])(=[O:14])[CH3:13]. Procedure: Starting from 2-amino-2-(p-fluorophenyl)acetonitrile and acetylacetone, the open-chain intermediate compound is obtained; b.p. 150° C./0.3 mm Hg. Overall yield of the title compound: 47%, m.p. 211°-12° C. (from ethanol). Starting materials: [N+](=O)(O)[O-] (nitric acid), OC1=CC(OC2=CC(=CC=C12)OCCC)=O (4-hydroxy-7-n-propoxycoumarin). Solvent: C(Cl)(Cl)Cl (chloroform). Yields the product OC1=C(C(OC2=CC(=CC=C12)OCCC)=O)[N+](=O)[O-] (4-Hydroxy-3-nitro-7-n-propoxycoumarin). As a reaction SMILES: [N+:1]([O-:4])(O)=[O:2].[OH:5][C:6]1[C:15]2[C:10](=[CH:11][C:12]([O:16][CH2:17][CH2:18][CH3:19])=[CH:13][CH:14]=2)[O:9][C:8](=[O:20])[CH:7]=1>C(Cl)(Cl)Cl>[OH:5][C:6]1[C:15]2[C:10](=[CH:11][C:12]([O:16][CH2:17][CH2:18][CH3:19])=[CH:13][CH:14]=2)[O:9][C:8](=[O:20])[C:7]=1[N+:1]([O-:4])=[O:2]. Reported procedure: Fuming nitric acid (15 ml) was added to a stirred suspension of 4-hydroxy-7-n-propoxycoumarin (m.p. 216°-8°; 3.0g) in chloroform (300 ml) at room temperature over one hour. After a further hour, the solvent was removed in vacuo and 6N hydrochloric acid (60 ml) added to the residue. Filtration and recrystallisation from ethanol gave the product, m.p. 151°-2°, (C12H11NO6 requires C, 54.34; H, 4.18; N, 5.28. Found: C, 54.38; H, 4.28; N, 5.24).